This data is from the Open Reaction Database (ORD), a public repository of structured organic reaction records. The task is: describe an organic reaction: reactants, conditions, products, and yield Reactants: O1C(CCCC1)ONC(=O)C=1C=C2CCNCC2=CC1 (N-(tetrahydro-2H-pyran-2-yloxy)-1,2,3,4-tetrahydroisoquinoline-6-carboxamide), N1=CC(=CC=C1)CC(=O)O (3-pyridylacetic acid), C=1C=CC2=C(C1)N=NN2O (HOBt), C(CCl)Cl (EDC). Solvent: CN(C)C=O (DMF), C(C)N(CC)CC (triethylamine). Conditions: time 8 hour. The product is N1=CC(=CC=C1)CCC(=O)N1CC2=CC=C(C=C2CC1)C(=O)NOC1OCCCC1 (2-(3-Pyridin-3-ylpropanoyl)-N-(tetrahydro-2H-pyran-2-yloxy)-1,2,3,4-tetrahydroisoquinoline-6-carboxamide). Yield: 18.6%. RXN SMILES: [O:1]1[CH2:6][CH2:5][CH2:4][CH2:3][CH:2]1[O:7][NH:8][C:9]([C:11]1[CH:12]=[C:13]2[C:18](=[CH:19][CH:20]=1)[CH2:17][NH:16][CH2:15][CH2:14]2)=[O:10].N1C=CC=C(C[C:28](O)=[O:29])C=1.[CH:31]1[CH:32]=[CH:33][C:34]2N(O)N=[N:37][C:35]=2[CH:36]=1.[CH2:41](Cl)CCl>CN(C=O)C.C(N(CC)CC)C>[N:37]1[CH:35]=[CH:34][CH:33]=[C:32]([CH2:31][CH2:36][C:28]([N:16]2[CH2:15][CH2:14][C:13]3[C:18](=[CH:19][CH:20]=[C:11]([C:9]([NH:8][O:7][CH:2]4[CH2:3][CH2:4][CH2:5][CH2:6][O:1]4)=[O:10])[CH:12]=3)[CH2:17]2)=[O:29])[CH:41]=1. Procedure details: A mixture of 200 mg N-(tetrahydro-2H-pyran-2-yloxy)-1,2,3,4-tetrahydroisoquinoline-6-carboxamide, 109 mg 3-pyridylacetic acid, 111 mg HOBt, 276 mg EDC, 0.603 ml triethylamine and 7 ml DMF is stirred overnight. The reaction mixture is purified by silica gel chromatography. 55 mg of the title compound are obtained as nearly colorless foam. Starting materials: CC=CC(=O)OC, CCCCCCCCCCCCCCBr, C1CCOC1, [Li]CCCC, CCCCCC, CN(C)P(=O)(N(C)C)N(C)C, CC(C)NC(C)C, Cl. Yields the product CC=C(CCCCCCCCCCCCCC)C(=O)OC. RXN SMILES: [C:30]([CH:31]=[CH:32][CH3:33])(=[O:34])[O:35][CH3:36].[CH2:37]([CH2:38][CH2:39][CH2:40][CH2:41][CH2:42][CH2:43][CH2:44][CH2:45][CH2:46][CH2:47][CH2:48][CH2:49][CH3:50])[Br:51].[CH2:53]1[O:54][CH2:55][CH2:56][CH2:57]1.[CH2:8]([Li:9])[CH2:10][CH2:11][CH3:12].[CH3:13][CH2:14][CH2:15][CH2:16][CH2:17][CH3:18].[CH3:19][N:20]([CH3:21])[P:22]([N:23]([CH3:24])[CH3:25])([N:26]([CH3:27])[CH3:28])=[O:29].[CH:1]([NH:2][CH:3]([CH3:4])[CH3:5])([CH3:6])[CH3:7].[ClH:52]>>[C:30]([C:31](=[CH:32][CH3:33])[CH2:37][CH2:38][CH2:39][CH2:40][CH2:41][CH2:42][CH2:43][CH2:44][CH2:45][CH2:46][CH2:47][CH2:48][CH2:49][CH3:50])(=[O:34])[O:35][CH3:36]. Starting materials: COc1cc(C)c(S(=O)(=O)N2c3ccccc3CC2COCC(=O)OC(C)(C)C)c(C)c1, ClCCl, O=C(O)C(F)(F)F. Yields the product COc1cc(C)c(S(=O)(=O)N2c3ccccc3CC2COCC(=O)O)c(C)c1. As a reaction SMILES: [CH3:8][O:9][c:10]1[cH:11][c:12]([CH3:39])[c:13]([S:17](=[O:18])(=[O:19])[N:20]2[CH:21]([CH2:29][O:30][CH2:31][C:32](=[O:33])[O:34][C:35]([CH3:36])([CH3:37])[CH3:38])[CH2:22][c:23]3[cH:24][cH:25][cH:26][cH:27][c:28]32)[c:14]([CH3:16])[cH:15]1.[Cl:40][CH2:41][Cl:42].[F:1][C:2]([F:3])([F:4])[C:5]([OH:6])=[O:7]>>[CH3:8][O:9][c:10]1[cH:11][c:12]([CH3:39])[c:13]([S:17](=[O:18])(=[O:19])[N:20]2[CH:21]([CH2:29][O:30][CH2:31][C:32](=[O:33])[OH:34])[CH2:22][c:23]3[cH:24][cH:25][cH:26][cH:27][c:28]32)[c:14]([CH3:16])[cH:15]1. Starting materials: CCCCO, CCN(C(C)C)C(C)C, Clc1ncc(I)c(Cl)n1, CC(N)c1cc2cccc(-c3cnn(C)c3)c2c(=O)n1-c1ccccc1. Product: CC(Nc1nc(Cl)ncc1I)c1cc2cccc(-c3cnn(C)c3)c2c(=O)n1-c1ccccc1. RXN SMILES: [CH2:45]([OH:46])[CH2:47][CH2:48][CH3:49].[CH:36]([N:37]([CH2:38][CH3:39])[CH:40]([CH3:41])[CH3:42])([CH3:43])[CH3:44].[Cl:27][c:28]1[n:29][cH:30][c:31]([I:35])[c:32]([Cl:34])[n:33]1.[NH2:1][CH:2]([CH3:3])[c:4]1[n:5](-[c:21]2[cH:22][cH:23][cH:24][cH:25][cH:26]2)[c:6](=[O:20])[c:7]2[c:8](-[c:14]3[cH:15][n:16][n:17]([CH3:19])[cH:18]3)[cH:9][cH:10][cH:11][c:12]2[cH:13]1>>[NH:1]([CH:2]([CH3:3])[c:4]1[n:5](-[c:21]2[cH:22][cH:23][cH:24][cH:25][cH:26]2)[c:6](=[O:20])[c:7]2[c:8](-[c:14]3[cH:15][n:16][n:17]([CH3:19])[cH:18]3)[cH:9][cH:10][cH:11][c:12]2[cH:13]1)[c:32]1[c:31]([I:35])[cH:30][n:29][c:28]([Cl:27])[n:33]1. Starting materials: [OH-].[Na+] (sodium hydroxide), ClCCCC(C(=O)OC)(OC)C1=CC=C(C=C1)F (methyl 5-chloro-2-(4-fluorophenyl)-2-methoxyvalerate), O (Water), [OH-].[Na+] (sodium hydroxide). Run in C1CCOC1 (THF), CO (methanol), CO (Methanol). Conditions: time 3.5 hour. Product: ClCCCC(C(=O)O)(OC)C1=CC=C(C=C1)F (5-chloro-2-(4-fluorophenyl)-2-methoxyvaleric acid). Isolated yield 81.5%. Reaction SMILES: [OH-].[Na+].[Cl:3][CH2:4][CH2:5][CH2:6][C:7]([C:14]1[CH:19]=[CH:18][C:17]([F:20])=[CH:16][CH:15]=1)([O:12][CH3:13])[C:8]([O:10]C)=[O:9].O>C1COCC1.CO>[Cl:3][CH2:4][CH2:5][CH2:6][C:7]([C:14]1[CH:19]=[CH:18][C:17]([F:20])=[CH:16][CH:15]=1)([O:12][CH3:13])[C:8]([OH:10])=[O:9] |f:0.1|. Procedure: A 4 N sodium hydroxide solution (0.2 mL) was added to a mixed solution of methyl 5-chloro-2-(4-fluorophenyl)-2-methoxyvalerate (141 mg) in THF (1 mL) and methanol (0.5 mL), and the reaction solution was stirred at room temperature for 3.5 hours. Methanol (0.5 mL) and a 4 N sodium hydroxide solution (0.1 mL) were added to the reaction solution, and the reaction solution was further stirred at room temperature for 1.5 hours. Water was added to the reaction solution which was then washed with dieth...